From a dataset of the Open Reaction Database (ORD), a public repository of structured organic reaction records. describe an organic reaction: reactants, conditions, products, and yield Starting materials: Cc1cc(C)c2c(c1)C(=Nc1nnn(C)n1)CCCN2C(=O)OCc1ccccc1, Cc1cc(C)c2c(c1)C(Nc1nnn(C)n1)=CCCN2C(=O)OCc1ccccc1, Cc1ccccc1. Yields the product Cc1cc(C)c2c(c1)C(Nc1nnn(C)n1)CCCN2C(=O)OCc1ccccc1. As a reaction SMILES: [CH3:1][c:2]1[cH:3][c:4]2[c:5]([c:28]([CH3:30])[cH:29]1)[N:6]([C:18](=[O:19])[O:20][CH2:21][c:22]1[cH:23][cH:24][cH:25][cH:26][cH:27]1)[CH2:7][CH2:8][CH2:9][C:10]2=[N:11][c:12]1[n:13][n:14][n:15]([CH3:17])[n:16]1.[CH3:31][c:32]1[cH:33][c:34]([CH3:35])[c:36]2[c:59]([cH:60]1)[C:51]([NH:52][c:53]1[n:54][n:55][n:56]([CH3:57])[n:58]1)=[CH:50][CH2:49][CH2:48][N:37]2[C:38]([O:39][CH2:40][c:41]1[cH:42][cH:43][cH:44][cH:45][cH:46]1)=[O:47].[CH3:61][c:62]1[cH:63][cH:64][cH:65][cH:66][cH:67]1>>[CH3:1][c:2]1[cH:3][c:4]2[c:5]([c:28]([CH3:30])[cH:29]1)[N:6]([C:18](=[O:19])[O:20][CH2:21][c:22]1[cH:23][cH:24][cH:25][cH:26][cH:27]1)[CH2:7][CH2:8][CH2:9][CH:10]2[NH:11][c:12]1[n:13][n:14][n:15]([CH3:17])[n:16]1. Reactants: CC1=CC=C(C=C1)C=1SC=C(N1)NC(=O)C1=NN=NN1 (N-(2-(4-methylphenyl)-4-thiazolyl)-1H-tetrazole-5-carboxamide), NCCO (2-aminoethanol). Solvent: CO (methanol). The product is NCCO.CC1=CC=C(C=C1)C=1SC=C(N1)NC(=O)C1=NN=NN1 (N-(2-(4-methylphenyl)-4-thiazolyl)-1H-tetrazole-5-carboxamide 2-aminoethanol salt). Yield: 184.2%. As a reaction SMILES: [CH3:1][C:2]1[CH:7]=[CH:6][C:5]([C:8]2[S:9][CH:10]=[C:11]([NH:13][C:14]([C:16]3[NH:20][N:19]=[N:18][N:17]=3)=[O:15])[N:12]=2)=[CH:4][CH:3]=1.NCCO>CO>[NH2:17][CH2:16][CH2:14][OH:15].[CH3:1][C:2]1[CH:7]=[CH:6][C:5]([C:8]2[S:9][CH:10]=[C:11]([NH:13][C:14]([C:16]3[NH:17][N:18]=[N:19][N:20]=3)=[O:15])[N:12]=2)=[CH:4][CH:3]=1 |f:3.4|. Reported procedure: To N-(2-(4-methylphenyl)-4-thiazolyl)-1H-tetrazole-5-carboxamide (Ia-5) (100 mg, 0.35 mmol) dissolved in dry methanol (10 ml) was added dropwise 2-aminoethanol (0.23 ml, 0.39 mmol) and the mixture was allowed to react at room temperature for 30 minutes. The solvent was distilled off from the reaction mixture. The residue was crystallized by adding dry ether, filtered with suction and dried to give pale yellow solids of N-(2-(4-methylphenyl)-4-thiazolyl)-1H-tetrazole-5-carboxamide 2-aminoethanol ... Starting materials: CCOc1cc(C(C)(C)C)ncc1C1=NC(C)(c2ccc(Cl)cc2)C(C)(c2ccc(Cl)cc2)N1C(=O)Cl, O=C1CCNCC1. Yields the product CCOc1cc(C(C)(C)C)ncc1C1=NC(C)(c2ccc(Cl)cc2)C(C)(c2ccc(Cl)cc2)N1C(=O)N1CCC(=O)CC1. RXN SMILES: [C:1]([CH3:2])([CH3:3])([CH3:4])[c:5]1[cH:6][c:7]([O:35][CH2:36][CH3:37])[c:8]([C:11]2=[N:15][C:14]([CH3:16])([c:17]3[cH:18][cH:19][c:20]([Cl:23])[cH:21][cH:22]3)[C:13]([CH3:24])([c:25]3[cH:26][cH:27][c:28]([Cl:31])[cH:29][cH:30]3)[N:12]2[C:32](=[O:33])[Cl:34])[cH:9][n:10]1.[NH:38]1[CH2:39][CH2:40][C:41](=[O:44])[CH2:42][CH2:43]1>>[C:1]([CH3:2])([CH3:3])([CH3:4])[c:5]1[cH:6][c:7]([O:35][CH2:36][CH3:37])[c:8]([C:11]2=[N:15][C:14]([CH3:16])([c:17]3[cH:18][cH:19][c:20]([Cl:23])[cH:21][cH:22]3)[C:13]([CH3:24])([c:25]3[cH:26][cH:27][c:28]([Cl:31])[cH:29][cH:30]3)[N:12]2[C:32](=[O:33])[N:38]2[CH2:39][CH2:40][C:41](=[O:44])[CH2:42][CH2:43]2)[cH:9][n:10]1. The solvent is C=1(C(=CC=CC1)C)C (xylene). Starting materials: N(N)C=1SC2=C(N1)C(=CC=C2)C (2-hydrazino-4-methylbenzothiazole), C(C)(OCC)(OCC)OCC (triethyl orthoacetate). Procedure: A solution of 6.1 grams of 2-hydrazino-4-methylbenzothiazole (0.034 mole) and 6.4 grams of triethyl orthoacetate (0.04 mole) in 200 milliliters of xylene was brought to reflux temperature over a period of 5 hours and thereafter refluxed for 96 hours. The reaction mixture was then concentrated to one-fourth of the original volume and allowed to cool to room temperature. The 3,5-dimethyl-s-triazolo(3,4-b)benzothiazole product was separated by filtration, 4 grams, m.p., 196°-8° C. As a reaction SMILES: [NH:1]([C:3]1[S:4][C:5]2[CH:11]=[CH:10][CH:9]=[C:8]([CH3:12])[C:6]=2[N:7]=1)[NH2:2].[C:13](OCC)(OCC)(OCC)[CH3:14]>C1(C)C(C)=CC=CC=1>[CH3:13][C:14]1[N:7]2[C:3]([S:4][C:5]3[CH:11]=[CH:10][CH:9]=[C:8]([CH3:12])[C:6]=32)=[N:1][N:2]=1. Yields the product CC1=NN=C2SC3=C(N21)C(=CC=C3)C (3,5-Dimethyl-s-triazolo(3,4-b)benzothiazole).